From a dataset of the Open Reaction Database (ORD), a public repository of structured organic reaction records. describe an organic reaction: reactants, conditions, products, and yield The reactants are BrCC(=O)C=1C(=NN2C1C=CC(=C2)C(F)(F)F)C2=CC(=CC=C2)Br (2-bromo-1-[2-(3-bromophenyl)-6-(trifluoromethyl)pyrazolo[1,5-a]pyridin-3-yl]ethanone), [F-].[K+] (KF), O (Water). Solvent: CC(=O)N(C)C (DMA). Product: BrC=1C=C(C=CC1)C1=NN2C(C=CC(=C2)C(F)(F)F)=C1C(CF)=O (1-[2-(3-Bromophenyl)-6-(trifluoromethyl)pyrazolo[1,5-a]pyridin-3-yl]-2-fluoroethanone). Yield: 49.9%. RXN SMILES: Br[CH2:2][C:3]([C:5]1[C:6]([C:18]2[CH:23]=[CH:22][CH:21]=[C:20]([Br:24])[CH:19]=2)=[N:7][N:8]2[CH:13]=[C:12]([C:14]([F:17])([F:16])[F:15])[CH:11]=[CH:10][C:9]=12)=[O:4].[F-:25].[K+].O>CC(N(C)C)=O>[Br:24][C:20]1[CH:19]=[C:18]([C:6]2[C:5]([C:3](=[O:4])[CH2:2][F:25])=[C:9]3[CH:10]=[CH:11][C:12]([C:14]([F:16])([F:17])[F:15])=[CH:13][N:8]3[N:7]=2)[CH:23]=[CH:22][CH:21]=1 |f:1.2|. Reported procedure: A solution of 2-bromo-1-[2-(3-bromophenyl)-6-(trifluoromethyl)pyrazolo[1,5-a]pyridin-3-yl]ethanone (300 mg, 0.65 mmol, obtained from composite batches), KF (190 mg, 3.27 mmol) in DMA (10 mL) was heated for 3 h at 80° C. Water (25 mL) was added and the aqueous layer was extracted with EtOAc (2×50 mL). The organic layers were combined and purified by LC (2-10% EtOAc in hexanes) to yield the desired product (130 mg, 42%) as a pale yellow glass. ESIMS (M+H)+=401. Starting materials: FC1=CC=C(CC=2C=C(CC3=C(C=C(C=C3C)NC(OC(C)(C)C)=O)C)C=CC2OC)C=C1 (tert-butyl 4-[3-(4-fluorobenzyl)-4-methoxybenzyl]-3,5-dimethylphenylcarbamate). The solvent is FC(C(=O)O)(F)F.ClCCl (trifluoroacetic acid dichloromethane). Yields the product FC1=CC=C(CC=2C=C(CC3=C(C=C(N)C=C3C)C)C=CC2OC)C=C1 (4-[3-(4-fluorobenzyl)-4-methoxybenzyl]-3,5-dimethylaniline). The yield is 61.2%. Reaction SMILES: [F:1][C:2]1[CH:33]=[CH:32][C:5]([CH2:6][C:7]2[CH:8]=[C:9]([CH:27]=[CH:28][C:29]=2[O:30][CH3:31])[CH2:10][C:11]2[C:16]([CH3:17])=[CH:15][C:14]([NH:18]C(=O)OC(C)(C)C)=[CH:13][C:12]=2[CH3:26])=[CH:4][CH:3]=1>FC(F)(F)C(O)=O.ClCCl>[F:1][C:2]1[CH:33]=[CH:32][C:5]([CH2:6][C:7]2[CH:8]=[C:9]([CH:27]=[CH:28][C:29]=2[O:30][CH3:31])[CH2:10][C:11]2[C:12]([CH3:26])=[CH:13][C:14]([NH2:18])=[CH:15][C:16]=2[CH3:17])=[CH:4][CH:3]=1 |f:1.2|. Procedure details: 460 mg (1.02 mmol) of tert-butyl 4-[3-(4-fluorobenzyl)-4-methokybenzyl]-3,5-dimethylphenylcarbarnate (Example IX) are stirred in 10 ml of trifluoroacetic acid/dichloromethane (10% strength solution) at room temperature overnight. After neutralization with NaHCO3 solution, the organic phase is separated, dried over sodium sulphate and concentrated in a rotary evaporator. Chromatography (cyclohexane/ethyl acetate=6:1) affords 218 mg (55%) of 4-[3-(4-fluorobenzyl)-4-methoxybenzyl]-3,5-dimethylanili...